This data is from the Open Reaction Database (ORD), a public repository of structured organic reaction records. The task is: describe an organic reaction: reactants, conditions, products, and yield Starting materials: CO (methanol), N1C(=NC=C1)CN(CC=1N(C=CN1)C)CC1=CC=C(C=O)C=C1 (4-[[(1H-imidazol-2-ylmethyl)-(1-methyl-1H-imidazol-2-ylmethyl)-amino]-methyl]-benzaldehyde), C(C1=CC=CC=C1)(C1=CC=CC=C1)(C1=CC=CC=C1)Cl (tritylchloride), C(C)(C)N(CC)C(C)C (diisopropylethylamine). Solvent: ClCCl (dichloromethane). Run at time 4 hour. Product: CN1C(=NC=C1)CN(CC=1N(C=CN1)C(C1=CC=CC=C1)(C1=CC=CC=C1)C1=CC=CC=C1)CC1=CC=C(C=O)C=C1 (4-{[(1-methyl-1H-imidazol-2-ylmethyl)-(1-trityl-1H-imidazol-2-ylmethyl)-amino]-methyl}-benzaldehyde). The yield is 43.3%. As a reaction SMILES: [NH:1]1[CH:5]=[CH:4][N:3]=[C:2]1[CH2:6][N:7]([CH2:15][C:16]1[CH:23]=[CH:22][C:19]([CH:20]=[O:21])=[CH:18][CH:17]=1)[CH2:8][C:9]1[N:10]([CH3:14])[CH:11]=[CH:12][N:13]=1.C(N(C(C)C)CC)(C)C.[C:33](Cl)([C:46]1[CH:51]=[CH:50][CH:49]=[CH:48][CH:47]=1)([C:40]1[CH:45]=[CH:44][CH:43]=[CH:42][CH:41]=1)[C:34]1[CH:39]=[CH:38][CH:37]=[CH:36][CH:35]=1.CO>ClCCl>[CH3:14][N:10]1[CH:11]=[CH:12][N:13]=[C:9]1[CH2:8][N:7]([CH2:15][C:16]1[CH:17]=[CH:18][C:19]([CH:20]=[O:21])=[CH:22][CH:23]=1)[CH2:6][C:2]1[N:3]([C:33]([C:34]2[CH:39]=[CH:38][CH:37]=[CH:36][CH:35]=2)([C:46]2[CH:47]=[CH:48][CH:49]=[CH:50][CH:51]=2)[C:40]2[CH:41]=[CH:42][CH:43]=[CH:44][CH:45]=2)[CH:4]=[CH:5][N:1]=1. Procedure details: The compound (281 mg) obtained in Example 84-5 was dissolved in dichloromethane (6.0 ml) and added with diisopropylethylamine (310 μl) at room temperature under a nitrogen atmosphere. The solution was added with tritylchloride (310 mg) under ice-cooling and the whole was stirred at room temperature for 4 hours. After completion of the reaction, methanol was added thereto. The solvent was distilled off under reduced pressure and the residue was diluted with chloroform and added with water. The aq... The reactants are ClC=1C=CC2=C(C(=NCC(N2)C(=NO)N2CCOCC2)C2=C(C=CC=C2)F)C1 (7-chloro-5-(2-fluorophenyl)-2,3-dihydro-N-hydroxy-α-(4-morpholinyl)-1H-1,4-benzodiazepine-2-methanimine), C(C)(=O)O (acetic acid), C(C)=O (acetaldehyde), C(C)O (ethanol). The solvent is C(Cl)Cl (methylene chloride). Product: ClC=1C=CC2=C(C(=NCC=3N2C(=NC3N3CCOCC3)C)C3=C(C=CC=C3)F)C1 (8-Chloro-6-(2-fluorophenyl)-1-methyl-3-morpholino-4H-imidazo[1,5-a][1,4]benzodiazepine). Reaction SMILES: [Cl:1][C:2]1[CH:3]=[CH:4][C:5]2[NH:11][CH:10]([C:12]([N:15]3[CH2:20][CH2:19][O:18][CH2:17][CH2:16]3)=[N:13]O)[CH2:9][N:8]=[C:7]([C:21]3[CH:26]=[CH:25][CH:24]=[CH:23][C:22]=3[F:27])[C:6]=2[CH:28]=1.[C:29](O)(=O)[CH3:30].C(=O)C.C(O)C>C(Cl)Cl>[Cl:1][C:2]1[CH:3]=[CH:4][C:5]2[N:11]3[C:29]([CH3:30])=[N:13][C:12]([N:15]4[CH2:20][CH2:19][O:18][CH2:17][CH2:16]4)=[C:10]3[CH2:9][N:8]=[C:7]([C:21]3[CH:26]=[CH:25][CH:24]=[CH:23][C:22]=3[F:27])[C:6]=2[CH:28]=1. Procedure: A mixture of 0.4 g of 7-chloro-5-(2-fluorophenyl)-2,3-dihydro-N-hydroxy-α-(4-morpholinyl)-1H-1,4-benzodiazepine-2-methanimine, 5 ml of glacial acetic acid and 0.4 ml of acetaldehyde was heated to reflux for 5 minutes. The usual workup and chromatography of the crude reaction mixture on 5 g of silica gel using 5% (v/v) of ethanol in methylene chloride gave yellow crystalline product identical with that described above. Starting materials: C(C)(=O)N1C(CC2=CC(=CC=C12)C(C)=O)=O (1,5-diacetyl-2-indolinone), COC1=C(C(=O)O)C=CC=C1 (2-methoxybenzoic acid). The product is C(C)(=O)N1C(C(C2=CC(=CC=C12)C(C)=O)=C(O)C1=C(C=CC=C1)OC)=O (1,5-diacetyl-3-[(2-methoxy-phenyl)-hydroxy-methylidene]-2-indolinone). RXN SMILES: [C:1]([N:4]1[C:12]2[C:7](=[CH:8][C:9]([C:13](=[O:15])[CH3:14])=[CH:10][CH:11]=2)[CH2:6][C:5]1=[O:16])(=[O:3])[CH3:2].[CH3:17][O:18][C:19]1[CH:27]=[CH:26][CH:25]=[CH:24][C:20]=1[C:21](O)=[O:22]>>[C:1]([N:4]1[C:12]2[C:7](=[CH:8][C:9]([C:13](=[O:15])[CH3:14])=[CH:10][CH:11]=2)[C:6](=[C:21]([C:20]2[CH:24]=[CH:25][CH:26]=[CH:27][C:19]=2[O:18][CH3:17])[OH:22])[C:5]1=[O:16])(=[O:3])[CH3:2]. Procedure details: Prepared from 1,5-diacetyl-2-indolinone and 2-methoxybenzoic acid The product is O=C1\C(\C(=NN1)CC1=CC=C(C=C1)NS(=O)(=O)C)=C\1/NC2=CC=CC=C2C=C1 ((Z)—N-(4-((5-oxo-4-(quinolin-2(1H)-ylidene)-4,5-dihydro-1H-pyrazol-3-yl)methyl)phenyl)methanesulfonamide). Procedure details: The tile compound was synthesized using N-(4-((5-oxo-4,5-dihydro-1H-pyrazol-3-yl)methyl)phenyl)methanesulfonamide and quinoline N-oxide in acetic anhydride according to the procedure described in Example 23. The N-(4-((5-oxo-4,5-dihydro-1H-pyrazol-3-yl)methyl)phenyl)methanesulfonamide was synthesized using 2-(4-(methylsulfonamido)phenyl)acetic acid and Meldrum's acid. 1H NMR (400 MHz, DMSO-d6) δ ppm 2.91 (s, 3H) 4.08 (s, 1H) 4.43 (s, 1H) 7.10 (d, J=3.79 Hz, 2H) 7.24-7.37 (m, 2H) 7.46 (d, J=6.06 ... Solvent: C(C)(=O)OC(C)=O (acetic anhydride). Reactants: O=C1CC(=NN1)CC1=CC=C(C=C1)NS(=O)(=O)C (N-(4-((5-oxo-4,5-dihydro-1H-pyrazol-3-yl)methyl)phenyl)methanesulfonamide), CC1(OC(=O)CC(=O)O1)C (Meldrum's acid), C20H18N4O3S, [N+]1(=CC=CC2=CC=CC=C12)[O-] (quinoline N-oxide), CS(=O)(=O)NC1=CC=C(C=C1)CC(=O)O (2-(4-(methylsulfonamido)phenyl)acetic acid). As a reaction SMILES: [O:1]=[C:2]1[NH:6][N:5]=[C:4]([CH2:7][C:8]2[CH:13]=[CH:12][C:11]([NH:14][S:15]([CH3:18])(=[O:17])=[O:16])=[CH:10][CH:9]=2)[CH2:3]1.[N+:19]1([O-])[C:28]2[C:23](=[CH:24][CH:25]=[CH:26][CH:27]=2)[CH:22]=[CH:21][CH:20]=1.CS(NC1C=CC(CC(O)=O)=CC=1)(=O)=O.CC1(C)OC(=O)CC(=O)O1>C(OC(=O)C)(=O)C>[O:1]=[C:2]1[NH:6][N:5]=[C:4]([CH2:7][C:8]2[CH:9]=[CH:10][C:11]([NH:14][S:15]([CH3:18])(=[O:17])=[O:16])=[CH:12][CH:13]=2)/[C:3]/1=[C:20]1/[NH:19][C:28]2[C:23]([CH:22]=[CH:21]/1)=[CH:24][CH:25]=[CH:26][CH:27]=2. Reactants: C(CC)=O (proprionaldehyde), α,β-unsaturated aldehyde, 2-methyl-5-phenyl aldehyde, C1(=CC=CC=C1)CCC=O (3-phenylpropanal). The product is saturated aldehyde, CC(C=O)CCCC1=CC=CC=C1 (2-methyl-5-phenylpentanal). RXN SMILES: [C:1]1([CH2:7][CH2:8][CH:9]=O)[CH:6]=[CH:5][CH:4]=[CH:3][CH:2]=1.[CH:11](=[O:14])[CH2:12][CH3:13]>>[CH3:13][CH:12]([CH2:9][CH2:8][CH2:7][C:1]1[CH:2]=[CH:3][CH:4]=[CH:5][CH:6]=1)[CH:11]=[O:14]. Reported procedure: The 2-methyl-5-phenyl aldehyde derivatives are conveniently prepared by a number of methods known in the art. For example, by an Aldol condensation between 3-phenylpropanal and proprionaldehyde, followed by hydrogenation of the resulting α,β-unsaturated aldehyde to form the saturated aldehyde, 2-methyl-5-phenylpentanal. This aldehyde is the direct precursor for the alcohol, 2-methyl-5-phenylpentan-1-ol via reduction with, e.g. sodium borohydride, as well as the nitrile, 2,4-dimethyl-5-phenyl-pen... Reaction SMILES: [Cl:1][c:2]1[c:3]([CH2:12][CH:13]2[N:14]([C:19]([O:20][C:21]([CH3:22])([CH3:23])[CH3:24])=[O:25])[CH2:15][CH2:16][CH2:17][CH2:18]2)[n:4][c:5]2[n:6]1[cH:7][cH:8][c:9]([CH3:11])[n:10]2.[Cl:26][CH2:27][Cl:28].[F:29][C:30]([F:31])([F:32])[C:33]([OH:34])=[O:35]>>[Cl:1][c:2]1[c:3]([CH2:12][CH:13]2[NH:14][CH2:15][CH2:16][CH2:17][CH2:18]2)[n:4][c:5]2[n:6]1[cH:7][cH:8][c:9]([CH3:11])[n:10]2. Reactants: Cc1ccn2c(Cl)c(CC3CCCCN3C(=O)OC(C)(C)C)nc2n1, ClCCl, O=C(O)C(F)(F)F. The product is Cc1ccn2c(Cl)c(CC3CCCCN3)nc2n1. Reactants: C1(=CC=CC=C1)CC1=C(C(=O)NC2=CC=C(C(=O)OC)C=C2)C=CC=C1 (methyl 4-[[2-(phenyl-methyl)benzoyl]amino]benzoate), [OH-].[Na+] (sodium hydroxide). Run in C(C)O (ethanol). Product: C1(=CC=CC=C1)CC1=C(C(=O)NC2=CC=C(C(=O)[O-])C=C2)C=CC=C1.[Na+] (Sodium 4-[[2-(phenylmethyl)benzoyl]amino]benzoate). RXN SMILES: [C:1]1([CH2:7][C:8]2[CH:26]=[CH:25][CH:24]=[CH:23][C:9]=2[C:10]([NH:12][C:13]2[CH:22]=[CH:21][C:16]([C:17]([O:19]C)=[O:18])=[CH:15][CH:14]=2)=[O:11])[CH:6]=[CH:5][CH:4]=[CH:3][CH:2]=1.[OH-].[Na+:28]>C(O)C>[C:1]1([CH2:7][C:8]2[CH:26]=[CH:25][CH:24]=[CH:23][C:9]=2[C:10]([NH:12][C:13]2[CH:14]=[CH:15][C:16]([C:17]([O-:19])=[O:18])=[CH:21][CH:22]=2)=[O:11])[CH:2]=[CH:3][CH:4]=[CH:5][CH:6]=1.[Na+:28] |f:1.2,4.5|. Procedure: A mixture of 4.90 g of methyl 4-[[2-(phenyl-methyl)benzoyl]amino]benzoate in 100 ml of absolute ethanol and 3.50 ml of 10N sodium hydroxide is heated on a steam bath for 3 hours. The aqueous phase is filtered and the resulting solid collected and dried to give 4.25 g of the desired product m.p. 340°-346° C. The reactants are C1=C(C=CC2=CC=CC=C12)C(=O)N[C@@H]([C@@H](C)CC)C(=O)O (N-(Naphthalene-2-carbonyl)-isoleucine), COC([C@@H](N)CC(C)C)=O (leucine methylester). The product is C1=C(C=CC2=CC=CC=C12)C(=O)N[C@@H](CC(C)C)C(=O)O (N-(Naphthalene-2 carbonyl)-leucine). Isolated yield 98.0%. RXN SMILES: [CH:1]1[C:10]2[C:5](=[CH:6][CH:7]=[CH:8][CH:9]=2)[CH:4]=[CH:3][C:2]=1[C:11]([NH:13][C@H:14]([C:19]([OH:21])=[O:20])[C@H:15]([CH2:17][CH3:18])C)=[O:12].[CH3:22]OC(=O)[C@H](CC(C)C)N>>[CH:1]1[C:10]2[C:5](=[CH:6][CH:7]=[CH:8][CH:9]=2)[CH:4]=[CH:3][C:2]=1[C:11]([NH:13][C@H:14]([C:19]([OH:21])=[O:20])[CH2:15][CH:17]([CH3:18])[CH3:22])=[O:12]. Procedure: The title compound is prepared analogously is prepared similar to N-(Naphthalene-2-carbonyl)-isoleucine (see above) in 98% yield, starting from leucine methylester.